The task is: describe an organic reaction: reactants, conditions, products, and yield. This data is from the Open Reaction Database (ORD), a public repository of structured organic reaction records. Procedure: A mixture of 1-(1-aminomethylcyclohexyl) piperidine (1.5 g.), 4-fluorobenzoyl chloride (2 ml) and pyridine (10 ml) was allowed to stand at room temperature for 1 hr. The crystalline material produced was filtered (2.35 g. 86.6%) and afforded pale lemon rosettes of 1-(4-fluorobenzamido-methylcyclohexyl)piperidine, hydrochloride m.p. 243°-5° (Decomp.). Run at time 1 hour. Reaction SMILES: N[CH2:2][C:3]1([N:9]2[CH2:14][CH2:13][CH2:12][CH2:11][CH2:10]2)[CH2:8][CH2:7][CH2:6][CH2:5][CH2:4]1.[F:15][C:16]1[CH:24]=[CH:23][C:19]([C:20]([Cl:22])=[O:21])=[CH:18][CH:17]=1.[N:25]1C=CC=CC=1>>[ClH:22].[F:15][C:16]1[CH:24]=[CH:23][C:19]([C:20]([NH:25][CH:8]2[CH2:7][CH2:6][CH2:5][CH2:4][C:3]2([CH3:2])[N:9]2[CH2:10][CH2:11][CH2:12][CH2:13][CH2:14]2)=[O:21])=[CH:18][CH:17]=1 |f:3.4|. Yields the product Cl.FC1=CC=C(C(=O)NC2C(CCCC2)(N2CCCCC2)C)C=C1 (1-(4-fluorobenzamido-methylcyclohexyl)piperidine, hydrochloride). The reactants are NCC1(CCCCC1)N1CCCCC1 (1-(1-aminomethylcyclohexyl) piperidine), FC1=CC=C(C(=O)Cl)C=C1 (4-fluorobenzoyl chloride), N1=CC=CC=C1 (pyridine). Reactants: Cc1ccc(S(=O)(=O)n2ncc3c(-c4nnc(CN5CCOCC5)o4)cc(Br)cc32)cc1, C1COCCO1, CC1(C)OB(c2cccc3[nH]ccc23)OC1(C)C, [K+], [K+], [K+], O, O=P([O-])([O-])[O-]. Product: Cc1ccc(S(=O)(=O)n2ncc3c(-c4nnc(CN5CCOCC5)o4)cc(-c4cccc5[nH]ccc45)cc32)cc1. As a reaction SMILES: [Br:1][c:2]1[cH:3][c:4](-[c:21]2[o:22][c:23]([CH2:26][N:27]3[CH2:28][CH2:29][O:30][CH2:31][CH2:32]3)[n:24][n:25]2)[c:5]2[cH:6][n:7][n:8]([S:11](=[O:12])(=[O:13])[c:14]3[cH:15][cH:16][c:17]([CH3:20])[cH:18][cH:19]3)[c:9]2[cH:10]1.[CH2:59]1[O:60][CH2:61][CH2:62][O:63][CH2:64]1.[CH3:33][C:34]1([CH3:35])[C:36]([CH3:37])([CH3:38])[O:39][B:40]([c:41]2[c:42]3[cH:43][cH:44][nH:45][c:46]3[cH:47][cH:48][cH:49]2)[O:50]1.[K+:56].[K+:57].[K+:58].[OH2:65].[P:51]([O-:52])([O-:53])([O-:54])=[O:55]>>[c:2]1(-[c:41]2[c:42]3[cH:43][cH:44][nH:45][c:46]3[cH:47][cH:48][cH:49]2)[cH:3][c:4](-[c:21]2[o:22][c:23]([CH2:26][N:27]3[CH2:28][CH2:29][O:30][CH2:31][CH2:32]3)[n:24][n:25]2)[c:5]2[cH:6][n:7][n:8]([S:11](=[O:12])(=[O:13])[c:14]3[cH:15][cH:16][c:17]([CH3:20])[cH:18][cH:19]3)[c:9]2[cH:10]1. The reactants are FC1=C(C=C(C(=C1)B1OC(C(O1)(C)C)(C)C)F)C(C)=O (1-[2,5-difluoro-4-(4,4,5,5-tetramethyl-1,3,2-dioxaborolan-2-yl)phenyl]ethanone), BrC1=NC=C(C=C1)F (2-bromo-5-fluoropyridine), C([O-])([O-])=O.[Na+].[Na+] (sodium carbonate). The reagents and catalysts are C1=CC=C(C=C1)P([C-]2C=CC=C2)C3=CC=CC=C3.C1=CC=C(C=C1)P([C-]2C=CC=C2)C3=CC=CC=C3.Cl[Pd]Cl.[Fe+2] (Pd(dppf)Cl2). The solvent is CN(C=O)C (N,N-dimethyformamide), O (water), O (water). Run at temperature 80 celsius. Product: FC1=C(C=C(C(=C1)C1=NC=C(C=C1)F)F)C(C)=O (1-[2,5-difluoro-4-(5-fluoropyridin-2-yl)phenyl]ethanone). As a reaction SMILES: [F:1][C:2]1[CH:7]=[C:6](B2OC(C)(C)C(C)(C)O2)[C:5]([F:17])=[CH:4][C:3]=1[C:18](=[O:20])[CH3:19].Br[C:22]1[CH:27]=[CH:26][C:25]([F:28])=[CH:24][N:23]=1.C(=O)([O-])[O-].[Na+].[Na+]>CN(C)C=O.O.C1C=CC(P(C2C=CC=CC=2)[C-]2C=CC=C2)=CC=1.C1C=CC(P(C2C=CC=CC=2)[C-]2C=CC=C2)=CC=1.Cl[Pd]Cl.[Fe+2]>[F:1][C:2]1[CH:7]=[C:6]([C:22]2[CH:27]=[CH:26][C:25]([F:28])=[CH:24][N:23]=2)[C:5]([F:17])=[CH:4][C:3]=1[C:18](=[O:20])[CH3:19] |f:2.3.4,7.8.9.10|. Procedure: Pd(dppf)Cl2 (579 mg, 0.7 mmol) was added to a degassed, ambient temperature solution of 1-[2,5-difluoro-4-(4,4,5,5-tetramethyl-1,3,2-dioxaborolan-2-yl)phenyl]ethanone (2 g, 7.1 mmol), 2-bromo-5-fluoropyridine (2.5 g, 14 mmol) and sodium carbonate (2.26 g, 21 mmol) in N,N-dimethyformamide (20 mL) and water (10 mL). After heating at 80° C. overnight, the reaction mixture was poured into water and extracted with diethyl ether. The combined organic phases were dried (magnesium sulfate), filtered and... The reactants are C(C)(C)(C)OC1=CC=C(C=C)C=C1 (4-tert-butoxystyrene), 3, C(C=C)(=O)OC12C(C3CC(CC(C1)C3)C2)O (hydroxy-1-adamantyl acrylate), N(=NC(C(=O)OC)(C)C)C(C(=O)OC)(C)C (dimethyl 2,2′-azobis(2-methylpropionate)), Cl (hydrochloric acid). The solvent is CC(C)O (2-propanol), CO (methanol), CCCCCCC (n-heptane), CC(C)O (2-propanol), CC(C)O (2-propanol), CC(C)O (2-propanol). Run at temperature 75 celsius, time 30 minute. Yields the product OC1=CC=C(C=C)C=C1 (4-hydroxystyrene), C(C=C)(=O)OC12CC3(CC(CC(C1)C3)C2)O (3-hydroxy-1-adamantyl acrylate). RXN SMILES: C([O:5][C:6]1[CH:13]=[CH:12][C:9]([CH:10]=[CH2:11])=[CH:8][CH:7]=1)(C)(C)C.[C:14]([O:18][C:19]12[CH2:28][CH:23]3[CH2:24][CH:25]([CH2:27][CH:21]([CH2:22]3)[CH:20]1O)[CH2:26]2)(=[O:17])[CH:15]=[CH2:16].N(C(C)(C)C(OC)=O)=NC(C)(C)C(OC)=[O:34].Cl>CC(O)C.CCCCCCC.CO>[OH:5][C:6]1[CH:13]=[CH:12][C:9]([CH:10]=[CH2:11])=[CH:8][CH:7]=1.[C:14]([O:18][C:19]12[CH2:28][CH:23]3[CH2:24][CH:25]([CH2:27][C:21]([OH:34])([CH2:22]3)[CH2:20]1)[CH2:26]2)(=[O:17])[CH:15]=[CH2:16]. Procedure details: Into a flask was charged 92.8 g (0.53 mol) of 4-tert-butoxystyrene, 13.0 g (0.06 mol) of 3 hydroxy-1-adamantyl acrylate, 52.9 g of methanol and 105.8 g of 2-propanol, and they were refluxed under a nitrogen atmosphere at 75° C. Separately, 6.1 g of dimethyl 2,2′-azobis(2-methylpropionate) was dissolved in 17.6 g of 2-propanol to prepare a solution which was dropped into the above-mentioned monomer solution kept at 75° C. over 30 minutes, then, the resulted mixture was refluxed itself for 8 hours...